From a dataset of the Open Reaction Database (ORD), a public repository of structured organic reaction records. describe an organic reaction: reactants, conditions, products, and yield Reactants: [OH-].[Na+] (sodium hydroxide), NC1=C(C(=NN1C1=C(C=C(C=C1Cl)C(F)(F)F)Cl)C#N)S(=O)C(F)(F)F (5-amino-1 -(2,6-dichloro-4-trifluoromethylphenyl)-4-trifluoromethylsulfinyl-1 H-pyrazole-3-carbonitrile), S(O)(O)(=O)=O (sulfuric acid), ice water. Reaction conditions: temperature 135 celsius. The product is NC1=CC(=NN1C1=C(C=C(C=C1Cl)C(F)(F)F)Cl)C(=O)O (5-Amino-1-(2,6-dichloro-4-trifluoromethylphenyl)-1H-pyrazole-3-carboxylic acid). Isolated yield 77.0%. RXN SMILES: [NH2:1][C:2]1[N:6]([C:7]2[C:12]([Cl:13])=[CH:11][C:10]([C:14]([F:17])([F:16])[F:15])=[CH:9][C:8]=2[Cl:18])[N:5]=[C:4]([C:19]#N)[C:3]=1S(C(F)(F)F)=O.S(=O)(=O)(O)[OH:28].[OH-:32].[Na+]>>[NH2:1][C:2]1[N:6]([C:7]2[C:12]([Cl:13])=[CH:11][C:10]([C:14]([F:17])([F:16])[F:15])=[CH:9][C:8]=2[Cl:18])[N:5]=[C:4]([C:19]([OH:28])=[O:32])[CH:3]=1 |f:2.3|. Procedure details: A stirred mixture of 5-amino-1 -(2,6-dichloro-4-trifluoromethylphenyl)-4-trifluoromethylsulfinyl-1 H-pyrazole-3-carbonitrile (5.00 g, 11.4 mmol) and sulfuric acid (50%, 100 ml) was heated to 135° C. for 3 hours. The cooled mixture was added to ice water and the pH adjusted to 4 by the addition of aqueous sodium hydroxide (6 N, approx. 230 ml), and then extracted with ethyl acetate. The organic phase was dried over magnesium sulfate, evaporated to dryness and purified by flash chomatography (sili... Reactants: crude material, [I-].[K+] (potassium iodide), S(=S)(=O)([O-])[O-].[Na+].[Na+] (sodium thiosulfate), N(=O)[O-].[Na+] (NaNO2), Cl (HCl), Cl (HCl), C(CCCCCCC)C1=CC=C(N)C=C1 (4-octylaniline). Solvent: CCOCC (ether), O (water), O (water), O (water). Conditions: temperature 0 celsius, time 2 hour. Product: IC1=CC=C(C=C1)CCCCCCCC (1-iodo-4-octylbenzene). As a reaction SMILES: [CH2:1]([C:9]1[CH:15]=[CH:14][C:12](N)=[CH:11][CH:10]=1)[CH2:2][CH2:3][CH2:4][CH2:5][CH2:6][CH2:7][CH3:8].Cl.N([O-])=O.[Na+].[I-:21].[K+].S([O-])([O-])(=O)=S.[Na+].[Na+]>O.CCOCC>[I:21][C:12]1[CH:14]=[CH:15][C:9]([CH2:1][CH2:2][CH2:3][CH2:4][CH2:5][CH2:6][CH2:7][CH3:8])=[CH:10][CH:11]=1 |f:2.3,4.5,6.7.8|. Procedure: To a suspension of 4-octylaniline (80.0 g, 389.6 mmol) in water (780 mL) was added aqueous HCl (40 mL) at room temperature. After the mixture was cooled to 0° C., more aqueous HCl (43 mL) was added, followed by dropwise addition of a solution of NaNO2 (26.9 g, 389.6 mmol) in water (195 mL). To the resulting arenediazonium salt solution was added dropwise a solution of potassium iodide (64.67 g, 389.6 mmol) in water (195 mL). The resulting mixture was heated with stirring at 40° C. After two hour... Starting materials: BrC1=C(C=C(C=C1)OC)C (1-bromo-4-methoxy-2-methylbenzene), C(Cl)(Cl)(Cl)Cl (CCl4), C1CC(=O)N(C1=O)Br (NBS), (PhCOO)2. Yields the product BrC1=C(C=C(C=C1)OC)CBr (1-Bromo-2-(bromomethyl)-4-methoxybenzene). Reaction SMILES: [Br:1][C:2]1[CH:7]=[CH:6][C:5]([O:8][CH3:9])=[CH:4][C:3]=1[CH3:10].C(Cl)(Cl)(Cl)Cl.C1C(=O)N([Br:23])C(=O)C1>>[Br:1][C:2]1[CH:7]=[CH:6][C:5]([O:8][CH3:9])=[CH:4][C:3]=1[CH2:10][Br:23]. Procedure: To a solution of 173 g (0.86 mol) of 1-bromo-4-methoxy-2-methylbenzene in 850 ml of CCl4 153 g (0.86 mol) of NBS and 1.0 g of (PhCOO)2 were added at room temperature. This mixture was refluxed for 16 h, cooled to room temperature, and then filtered through glass frit (G2). The precipitate was additionally washed by 2×150 ml of CCl4. The combined filtrate was evaporated to dryness, and the residue was triturated with 600 ml of n-hexane. The precipitate was filtered off (G3 glass frit), washed by ... Reaction SMILES: [C:33](=[O:34])([OH:35])[O-:36].[CH3:38][OH:39].[I:1][CH2:2][CH2:3][O:4][c:5]1[cH:6][cH:7][c:8]([C:11]2=[C:12]([c:23]3[cH:24][cH:25][cH:26][cH:27][cH:28]3)[CH2:13][CH2:14][CH2:15][c:16]3[c:17]2[cH:18][cH:19][c:20]([OH:22])[cH:21]3)[cH:9][cH:10]1.[NH2:29][CH2:30][CH2:31][OH:32].[Na+:37]>>[CH2:2]([CH2:3][O:4][c:5]1[cH:6][cH:7][c:8]([C:11]2=[C:12]([c:23]3[cH:24][cH:25][cH:26][cH:27][cH:28]3)[CH2:13][CH2:14][CH2:15][c:16]3[c:17]2[cH:18][cH:19][c:20]([OH:22])[cH:21]3)[cH:9][cH:10]1)[NH:29][CH2:30][CH2:31][OH:32]. Yields the product OCCNCCOc1ccc(C2=C(c3ccccc3)CCCc3cc(O)ccc32)cc1. The reactants are O=C([O-])O, CO, Oc1ccc2c(c1)CCCC(c1ccccc1)=C2c1ccc(OCCI)cc1, NCCO, [Na+]. RXN SMILES: [CH3:33][c:34]1[c:35]([NH2:36])[c:37]([CH3:38])[cH:39][cH:40][cH:41]1.[Cl:1][c:2]1[cH:3][cH:4][c:5]([NH:8][CH2:9][CH:10]([CH3:11])[NH:12][c:13]2[c:14]([CH3:20])[cH:15][cH:16][cH:17][c:18]2[CH3:19])[cH:6][cH:7]1.[Cl:21][CH:22]([CH2:23][NH:24][c:26]1[cH:27][cH:28][c:29]([Cl:30])[cH:31][cH:32]1)[CH3:25].[ClH:42]>>[Cl:1][c:2]1[cH:3][cH:4][c:5]([N:8]2[CH2:9][CH:10]([CH3:11])[N:12]([c:13]3[c:14]([CH3:20])[cH:15][cH:16][cH:17][c:18]3[CH3:19])[C:23]2=[NH:24])[cH:6][cH:7]1. Starting materials: Cc1cccc(C)c1N, Cc1cccc(C)c1NC(C)CNc1ccc(Cl)cc1, CC(Cl)CNc1ccc(Cl)cc1, Cl. The product is Cc1cccc(C)c1N1C(=N)N(c2ccc(Cl)cc2)CC1C. The reactants are CNS(=O)(=O)c1cccc(C2=Nc3ccc(C(=O)OC)cc3CC2(C)C)c1, CO, C1CCOC1. Product: CNS(=O)(=O)c1cccc(C2Nc3ccc(C(=O)OC)cc3CC2(C)C)c1. Reaction SMILES: [CH3:1][C:2]1([CH3:27])[C:3]([c:16]2[cH:17][c:18]([S:22]([NH:23][CH3:24])(=[O:25])=[O:26])[cH:19][cH:20][cH:21]2)=[N:4][c:5]2[cH:6][cH:7][c:8]([C:12](=[O:13])[O:14][CH3:15])[cH:9][c:10]2[CH2:11]1.[CH3:33][OH:34].[O:28]1[CH2:29][CH2:30][CH2:31][CH2:32]1>>[CH3:1][C:2]1([CH3:27])[CH:3]([c:16]2[cH:17][c:18]([S:22]([NH:23][CH3:24])(=[O:25])=[O:26])[cH:19][cH:20][cH:21]2)[NH:4][c:5]2[cH:6][cH:7][c:8]([C:12](=[O:13])[O:14][CH3:15])[cH:9][c:10]2[CH2:11]1. Reactants: COC(=O)C1CC(C#N)(c2ccc(OC)c(OC3CCCC3)c2)CCC1=O, CS(C)=O, CC(C)O, [Cl-], [Na+], O. The product is COc1ccc(C2(C#N)CCC(=O)CC2)cc1OC1CCCC1. As a reaction SMILES: [C:8]([O:9][CH3:10])(=[O:11])[CH:12]1[C:13](=[O:34])[CH2:14][CH2:15][C:16]([c:18]2[cH:19][c:20]([O:26][CH:27]3[CH2:28][CH2:29][CH2:30][CH2:31]3)[c:21]([O:24][CH3:25])[cH:22][cH:23]2)([C:32]#[N:33])[CH2:17]1.[CH3:4][S:5](=[O:6])[CH3:7].[CH:35]([OH:36])([CH3:37])[CH3:38].[Cl-:2].[Na+:1].[OH2:3]>>[CH2:12]1[C:13](=[O:34])[CH2:14][CH2:15][C:16]([c:18]2[cH:19][c:20]([O:26][CH:27]3[CH2:28][CH2:29][CH2:30][CH2:31]3)[c:21]([O:24][CH3:25])[cH:22][cH:23]2)([C:32]#[N:33])[CH2:17]1. Yields the product O1C(OCC1)C1=C(C=C(C(=O)O)C=C1)[N+](=O)[O-] (4-(1,3-Dioxolan-2-yl)-3-nitrobenzoic acid). Procedure: Lithium hydroxide monohydrate (5.67 g, 135 mmol) was added to a solution of 5A (11.4 g, 45.0 mmol) in THF (120 mL), MeOH (120 mL) and H2O (40.0 mL). The above mixture was then heated to 50° C. for 1 h. After 1 h, the heating was reduced to rt and stirring was continued for overnight. To the reaction mixture was then added H2O (50 mL) and the organics were concentrated. The remaining aqueous layer was made acidic with 1.0 N HCl solution to precipitate out the solids. The solids were collected by ... Reaction SMILES: O.[OH-].[Li+].[O:4]1[CH2:8][CH2:7][O:6][CH:5]1[C:9]1[CH:18]=[CH:17][C:12]([C:13]([O:15]C)=[O:14])=[CH:11][C:10]=1[N+:19]([O-:21])=[O:20]>C1COCC1.CO.O>[O:4]1[CH2:8][CH2:7][O:6][CH:5]1[C:9]1[CH:18]=[CH:17][C:12]([C:13]([OH:15])=[O:14])=[CH:11][C:10]=1[N+:19]([O-:21])=[O:20] |f:0.1.2|. The reactants are O.[OH-].[Li+] (Lithium hydroxide monohydrate), O1C(OCC1)C1=C(C=C(C(=O)OC)C=C1)[N+](=O)[O-] (Methyl 4-(1,3-dioxolan-2-yl)-3-nitrobenzoate). Run at temperature 50 celsius, time 1 hour. The solvent is C1CCOC1 (THF), CO (MeOH), O (H2O). Starting materials: C(CC)C=1NC2=CC=C(C(=C2C1)C(F)(F)F)C#N (2-propyl-4-(trifluoromethyl)-1H-indole-5-carbonitrile), BrC(C(=O)OC)C (methyl 2-bromopropanoate). Product: C(#N)C=1C(=C2C=C(N(C2=CC1)C(C(=O)OC)C)CCC)C(F)(F)F (Methyl 2-(5-cyano-2-propyl-4-(trifluoromethyl)-1H-indol-1-yl)propanoate). As a reaction SMILES: [CH2:1]([C:4]1[NH:5][C:6]2[C:11]([CH:12]=1)=[C:10]([C:13]([F:16])([F:15])[F:14])[C:9]([C:17]#[N:18])=[CH:8][CH:7]=2)[CH2:2][CH3:3].Br[CH:20]([CH3:25])[C:21]([O:23][CH3:24])=[O:22]>>[C:17]([C:9]1[C:10]([C:13]([F:15])([F:16])[F:14])=[C:11]2[C:6](=[CH:7][CH:8]=1)[N:5]([CH:20]([CH3:25])[C:21]([O:23][CH3:24])=[O:22])[C:4]([CH2:1][CH2:2][CH3:3])=[CH:12]2)#[N:18]. Procedure: Synthesized in a manner similar to Example 1 using 2-propyl-4-(trifluoromethyl)-1H-indole-5-carbonitrile and methyl 2-bromopropanoate: MS (ESI): m/z 339 (MH+).